From a dataset of the Open Reaction Database (ORD), a public repository of structured organic reaction records. describe an organic reaction: reactants, conditions, products, and yield Reactants: C1(\C=C/C(=O)O1)=O (maleic anhydride), C(CCCO)O (1,4-butanediol). Run at time 12 hour. The product is C1(\C=C/C(=O)OCCCCO1)=O (1,4-butanediyl maleate). As a reaction SMILES: [C:1]1(=[O:7])[O:6][C:4](=[O:5])[CH:3]=[CH:2]1.[CH2:8](O)[CH2:9][CH2:10][CH2:11][OH:12]>>[C:4]1(=[O:5])[O:12][CH2:11][CH2:10][CH2:9][CH2:8][O:6][C:1](=[O:7])[CH:2]=[CH:3]1. Procedure details: A solution of 768 g (7.83 mol) of maleic anhydride (MA) in 1059 g (11.75 mol) of 1,4-butanediol was placed in the first reactor of a reactor cascade made of acid-resistant material, which cascade comprised 3 reactors connected in series each having a volume of 5 l and each being provided with a high-speed stirring system of conventional construction (turbine stirrer, speed: 800-1200/min) and a distillation column (10 theoretical plates), the solution was quickly heated while stirring to a reacti... The reactants are Cl.O1CCOCC1 (hydrochloric acid 1,4-dioxane), C(C)(C)(C)OC(=O)N[C@@H]1CC[C@@H](C(=O)O)OC1 (2,6-anhydro-5-[(tert-butoxycarbonyl)amino]-3,4,5-trideoxy-L-erythro-hexonic acid). Run in CO (methanol). Reaction conditions: time 20 hour. Product: Cl.N[C@@H]1CC[C@@H](C(=O)OC)OC1 (Methyl 5-amino-2,6-anhydro-3,4,5-trideoxy-L-erythro-hexonate hydrochloride). Isolated yield 100.0%. As a reaction SMILES: [ClH:1].O1CCOC[CH2:3]1.C(OC([NH:15][C@H:16]1[CH2:24][O:23][C@H:19]([C:20]([OH:22])=[O:21])[CH2:18][CH2:17]1)=O)(C)(C)C>CO>[ClH:1].[NH2:15][C@H:16]1[CH2:24][O:23][C@H:19]([C:20]([O:22][CH3:3])=[O:21])[CH2:18][CH2:17]1 |f:0.1,4.5|. Procedure: 4N hydrochloric acid/1,4-dioxane solution (20 ml) was added to a methanol (5 ml) solution of 2,6-anhydro-5-[(tert-butoxycarbonyl)amino]-3,4,5-trideoxy-L-erythro-hexonic acid (Eur. J. Org. Chem., 2003, 2418-2427) (1.00 g, 4.08 mmol) at room temperature and the resulting mixture was stirred for 20 hours. The reaction mixture was concentrated under reduced pressure to give 0.80 g (100%) of the title compound. The reactants are CCO, O=c1[nH]c2cc(C(F)(F)F)c([N+](=O)[O-])c(Cl)c2[nH]c1=O. Yields the product Nc1c(C(F)(F)F)cc2[nH]c(=O)c(=O)[nH]c2c1Cl. As a reaction SMILES: [CH3:21][CH2:22][OH:23].[Cl:1][c:2]1[c:3]2[nH:4][c:5](=[O:20])[c:6](=[O:19])[nH:7][c:8]2[cH:9][c:10]([C:15]([F:16])([F:17])[F:18])[c:11]1[N+:12]([O-:13])=[O:14]>>[Cl:1][c:2]1[c:3]2[nH:4][c:5](=[O:20])[c:6](=[O:19])[nH:7][c:8]2[cH:9][c:10]([C:15]([F:16])([F:17])[F:18])[c:11]1[NH2:12]. The reactants are Cl.ClC=1C(=C(NC2=NC=NC3=CC(=C(C=C23)OC[C@@H]2NCCC2)OC)C=CC1)F (4-(3-chloro-2-fluoroanilino)-7-methoxy-6-{[(2R)-pyrrolidin-2-yl]methoxy}quinazoline hydrochloride), C=O (formaldehyde). The solvent is C(=O)O (formic acid). Run at temperature 85 celsius. Product: ClC=1C(=C(NC2=NC=NC3=CC(=C(C=C23)OC[C@@H]2N(CCC2)C)OC)C=CC1)F (4-(3-chloro-2-fluoroanilino)-7-methoxy-6-{[(2R)-1-methylpyrrolidin-2-yl]methoxy}quinazoline). Reaction SMILES: Cl.[Cl:2][C:3]1[C:4]([F:29])=[C:5]([CH:26]=[CH:27][CH:28]=1)[NH:6][C:7]1[C:16]2[C:11](=[CH:12][C:13]([O:24][CH3:25])=[C:14]([O:17][CH2:18][C@H:19]3[CH2:23][CH2:22][CH2:21][NH:20]3)[CH:15]=2)[N:10]=[CH:9][N:8]=1.[CH2:30]=O>C(O)=O>[Cl:2][C:3]1[C:4]([F:29])=[C:5]([CH:26]=[CH:27][CH:28]=1)[NH:6][C:7]1[C:16]2[C:11](=[CH:12][C:13]([O:24][CH3:25])=[C:14]([O:17][CH2:18][C@H:19]3[CH2:23][CH2:22][CH2:21][N:20]3[CH3:30])[CH:15]=2)[N:10]=[CH:9][N:8]=1 |f:0.1|. Procedure: A mixture of 4-(3-chloro-2-fluoroanilino)-7-methoxy-6-[(2R)-pyrrolidin-2-ylmethoxy]quinazoline hydrochloride (250 mg) (Prepared as described in Example 32), formic acid (5 ml) and formaldehyde (37% w/v in water) (2.5 ml) was heated to 85° C. for one hour. The reaction mixture was then evaporated under vacuum, azeotroped with toluene and partitioned between ethyl acetate and saturated aqueous NaHCO3. The organic layer was washed with brine, dried over Na2SO4, filtered and evaporated. The residues... The reactants are O=C(C(=O)OCC)CC (ethyl 2-ketobutyrate), C(C)OC(CCC1=CC=CC=C1)=O (3-phenylpropionic acid ethyl ester), enolate. Run in O1CCCC1 (tetrahydrofuran), O1CCCC1 (tetrahydrofuran). Run at temperature -78 celsius, time 1 hour. Yields the product C(C)OC(C(C(C(=O)OCC)CC1=CC=CC=C1)(O)CC)=O (3-benzyl-2-ethyl-2-hydroxysuccinic acid diethyl ester), mixture. Isolated yield 73.0%. As a reaction SMILES: [CH2:1]([O:3][C:4](=[O:13])[CH2:5][CH2:6][C:7]1[CH:12]=[CH:11][CH:10]=[CH:9][CH:8]=1)[CH3:2].[O:14]=[C:15]([CH2:21][CH3:22])[C:16]([O:18][CH2:19][CH3:20])=[O:17]>O1CCCC1>[CH2:19]([O:18][C:16](=[O:17])[C:15]([CH2:21][CH3:22])([OH:14])[CH:5]([CH2:6][C:7]1[CH:12]=[CH:11][CH:10]=[CH:9][CH:8]=1)[C:4]([O:3][CH2:1][CH3:2])=[O:13])[CH3:20]. Procedure details: To anhydrous tetrahydrofuran (5 mL) was added diisopropylamine (759 mg, 7.5 mmol) under nitrogen stream, and the solution was cooled to −78° C. To this solution was added a 1.58 M n-butyl lithium-hexane solution (4.3 mL, 6.8 mmol), and the mixture was stirred at −78° C. for 5 min and at 0° C. for 15 min. A solution of lithium diisopropylamide tetrahydrofuran thus obtained above was cooled to −78° C. To the solution, a solution of 3-phenylpropionic acid ethyl ester (891 mg, 5.0 mmol) in anhydrous...